This data is from the Open Reaction Database (ORD), a public repository of structured organic reaction records. The task is: describe an organic reaction: reactants, conditions, products, and yield Reactants: O1CCOCC1 (dioxane), C1(CCC1)N1CCN(CC1)C(CN1CC2=CC=C(C=C2CC1)B1OC(C(O1)(C)C)(C)C)=O (2-[2-(4-cyclobutylpiperazin-1-yl)-2-oxoethyl]-6-(4,4,5,5-tetramethyl-1,3,2-dioxaborolan-2-yl)-1,2,3,4-tetrahydroisoquinoline), BrC=1C=CC(N(C1)C)=O (5-bromo-1-methylpyridin-2(1H)-one), C(=O)([O-])[O-].[K+].[K+] (K2CO3). Reagents/catalysts: C=1C=CC(=CC1)[P](C=2C=CC=CC2)(C=3C=CC=CC3)[Pd]([P](C=4C=CC=CC4)(C=5C=CC=CC5)C=6C=CC=CC6)([P](C=7C=CC=CC7)(C=8C=CC=CC8)C=9C=CC=CC9)[P](C=1C=CC=CC1)(C=1C=CC=CC1)C=1C=CC=CC1 (Pd(PPh3)4). The solvent is O (water). Run at temperature 100 celsius. The product is C1(CCC1)N1CCN(CC1)C(CN1CC2=CC=C(C=C2CC1)N1C(OCC1)=O)=O (3-{2-[2-(4-cyclobutylpiperazin-1-yl)-2-oxoethyl]-1,2,3,4-tetrahydro-isoquinolin-6-yl}-1,3-oxazolidin-2-one). As a reaction SMILES: [CH:1]1([N:5]2[CH2:10][CH2:9][N:8]([C:11](=[O:32])[CH2:12][N:13]3[CH2:22][CH2:21][C:20]4[C:15](=[CH:16][CH:17]=[C:18](B5OC(C)(C)C(C)(C)O5)[CH:19]=4)[CH2:14]3)[CH2:7][CH2:6]2)[CH2:4][CH2:3][CH2:2]1.Br[C:34]1C=C[C:37](=[O:41])[N:38](C)[CH:39]=1.C([O-])([O-])=[O:43].[K+].[K+].O1CCOCC1>C1C=CC([P]([Pd]([P](C2C=CC=CC=2)(C2C=CC=CC=2)C2C=CC=CC=2)([P](C2C=CC=CC=2)(C2C=CC=CC=2)C2C=CC=CC=2)[P](C2C=CC=CC=2)(C2C=CC=CC=2)C2C=CC=CC=2)(C2C=CC=CC=2)C2C=CC=CC=2)=CC=1.O>[CH:1]1([N:5]2[CH2:10][CH2:9][N:8]([C:11](=[O:32])[CH2:12][N:13]3[CH2:22][CH2:21][C:20]4[C:15](=[CH:16][CH:17]=[C:18]([N:38]5[CH2:39][CH2:34][O:43][C:37]5=[O:41])[CH:19]=4)[CH2:14]3)[CH2:7][CH2:6]2)[CH2:2][CH2:3][CH2:4]1 |f:2.3.4,^1:57,59,78,97|. Reported procedure: To a sealed tube charged with 2-[2-(4-cyclobutylpiperazin-1-yl)-2-oxoethyl]-6-(4,4,5,5-tetramethyl-1,3,2-dioxaborolan-2-yl)-1,2,3,4-tetrahydroisoquinoline (1.00 g, 2.28 mmol), 5-bromo-1-methylpyridin-2(1H)-one (513 mg, 2.73 mmol, 1.2 eq.), Pd(PPh3)4 (100 mg, 0.087 mmol, 0.04 eq.) and K2CO3 (945 mg, 6.84 mmol, 3.0 eq.), are added dioxane (20 ml) and water (3 mL). The mixture is degassed with nitrogen for 5 min. The tube is sealed and heated at 100° C. overnight. The reaction mixture is cooled and...